The task is: describe an organic reaction: reactants, conditions, products, and yield. This data is from the Open Reaction Database (ORD), a public repository of structured organic reaction records. Reactants: C(=O)([O-])[O-].[Na+].[Na+] (Na2CO3), BrC1=NN2C(S1)=NC=C2I (2-bromo-5-iodoimidazo[2,1-b][1,3,4]thiadiazole), NC=1C=C(C=NC1OC)B1OC(C)(C)C(C)(C)O1 ((5-amino-6-methoxypyridin-3-yl)boronic acid pinacol ester). The solvent is O1CCOCC1 (Dioxane). Product: IC1=CN=C2SC(=NN21)C=2C=C(C(=NC2)OC)N (5-(5-iodoimidazo[2,1-b][1,3,4]thiadiazol-2-yl)-2-methoxypyridin-3-amine). Isolated yield 66.3%. Reaction SMILES: C([O-])([O-])=O.[Na+].[Na+].Br[C:8]1[S:12][C:11]2=[N:13][CH:14]=[C:15]([I:16])[N:10]2[N:9]=1.[NH2:17][C:18]1[CH:19]=[C:20](B2OC(C)(C)C(C)(C)O2)[CH:21]=[N:22][C:23]=1[O:24][CH3:25]>O1CCOCC1>[I:16][C:15]1[N:10]2[C:11]([S:12][C:8]([C:20]3[CH:19]=[C:18]([NH2:17])[C:23]([O:24][CH3:25])=[N:22][CH:21]=3)=[N:9]2)=[N:13][CH:14]=1 |f:0.1.2|. Procedure details: Dioxane (5 mL) and 2M aq Na2CO3 (1.5 mL) were added to 2-bromo-5-iodoimidazo[2,1-b][1,3,4]thiadiazole (200 mg) and (5-amino-6-methoxypyridin-3-yl)boronic acid pinacol ester (200 mg), and the suspension was degassed under vacuum and filled with argon (3×). PdCl2(PPh3)2 (90 mg) was quickly added, and the reaction mixture was stirred at reflux for 2 h. Water was added, and a precipitate formed that was filtered off and washed with water followed by ether and ether/MeOH 10:1 and dried to give the de... Yields the product ClC=1C(=NC=C(C1)C(F)(F)F)OC1=CC=C(N)C=C1 (4-(3-chloro-5-trifluoromethyl-2-pyridyloxy)aniline). RXN SMILES: [N+:1]([C:4]1[CH:17]=[CH:16][C:7]([O:8]C2C=CC(N)=CC=2)=[CH:6][CH:5]=1)([O-])=O.BrC1C=CC([N+]([O-])=O)=CC=1.Cl[C:29]1[C:34]([Cl:35])=[CH:33][C:32]([C:36]([F:39])([F:38])[F:37])=[CH:31][N:30]=1>>[Cl:35][C:34]1[C:29]([O:8][C:7]2[CH:16]=[CH:17][C:4]([NH2:1])=[CH:5][CH:6]=2)=[N:30][CH:31]=[C:32]([C:36]([F:39])([F:38])[F:37])[CH:33]=1. Procedure details: In the above (B), 4-bromonitrobenzene was replaced with 2,3-dichloro-5-trifluoromethylpyridine to obtain 4-(3-chloro-5-trifluoromethyl-2-pyridyloxy)aniline. The reactants are [N+](=O)([O-])C1=CC=C(OC2=CC=C(N)C=C2)C=C1 (4-(4-Nitrophenoxy)aniline), BrC1=CC=C(C=C1)[N+](=O)[O-] (4-bromonitrobenzene), ClC1=NC=C(C=C1Cl)C(F)(F)F (2,3-dichloro-5-trifluoromethylpyridine). The reactants are BrC1=CC=C(C=C1)C#C (4-bromophenylacetylene), ClC1=CC=C(CS)C=C1 (4-chlorobenzyl mercaptan), [Na] (sodium). Yields the product BrC1=CC=C(\C=C/C(C2=CC=C(C=C2)Cl)SC(C2=CC=C(C=C2)Cl)\C=C/C2=CC=C(C=C2)Br)C=C1 ((Z)-4-bromostyryl 4-chlorobenzylsulfide). As a reaction SMILES: [Br:1][C:2]1[CH:7]=[CH:6][C:5]([C:8]#[CH:9])=[CH:4][CH:3]=1.[Cl:10][C:11]1[CH:18]=[CH:17][C:14]([CH2:15][SH:16])=[CH:13][CH:12]=1.[Na]>>[Br:1][C:2]1[CH:7]=[CH:6][C:5](/[CH:8]=[CH:9]\[CH:15]([S:16][CH:15](/[CH:9]=[CH:8]\[C:5]2[CH:6]=[CH:7][C:2]([Br:1])=[CH:3][CH:4]=2)[C:14]2[CH:17]=[CH:18][C:11]([Cl:10])=[CH:12][CH:13]=2)[C:14]2[CH:17]=[CH:18][C:11]([Cl:10])=[CH:12][CH:13]=2)=[CH:4][CH:3]=1 |^1:18|. Reported procedure: A solution of 4-bromophenylacetylene (0.02 mol) and 4-chlorobenzyl mercaptan (0.02 mol) and metallic sodium (0.02 g atom) was subjected to Procedure 2 to form (Z)-4-bromostyryl 4-chlorobenzylsulfide. The title compound was obtained in 87% yield following oxidation. 1HNMR (CDC13) δ4.58 (2H, s), 6.72 (1H, d, JH,H=12.08), 7.15-7.68 (8H aromatic+1H ethylenic). The reactants are C1CCOC1, CO, CCOC(=O)c1cc2cc([N+](=O)[O-])ccc2[nH]1. The product is CCOC(=O)c1cc2cc(N)ccc2[nH]1. RXN SMILES: [CH2:20]1[O:21][CH2:22][CH2:23][CH2:24]1.[CH3:18][OH:19].[N+:1]([O-:2])(=[O:3])[c:4]1[cH:5][c:6]2[cH:7][c:8]([C:13](=[O:14])[O:15][CH2:16][CH3:17])[nH:9][c:10]2[cH:11][cH:12]1>>[NH2:1][c:4]1[cH:5][c:6]2[cH:7][c:8]([C:13](=[O:14])[O:15][CH2:16][CH3:17])[nH:9][c:10]2[cH:11][cH:12]1. The reactants are C(C)C=1C=CC(=NC1)N1C(OC2=C(C1=O)C=CC=C2)(C)C (3-(5-ethyl-2-pyridinyl)-2,2-dimethyl-2.3-dihydro-(4H)-1,3-benzoxazin-4-one), Cl (hydrochloric acid). The product is NC1=NC=C(C=C1)CC (2-amino-5-ethylpyridine). Yield: 73.4%. RXN SMILES: [CH2:1]([C:3]1[CH:4]=[CH:5][C:6]([N:9]2C(=O)C3C=CC=CC=3OC2(C)C)=[N:7][CH:8]=1)[CH3:2].Cl>>[NH2:9][C:6]1[CH:5]=[CH:4][C:3]([CH2:1][CH3:2])=[CH:8][N:7]=1. Procedure details: Following the general method of K. Wachi and A. Terada (Chem. Pharm. Bull., 1980, 28, 465-472), a mixture 81 mg (0.29 mmoles) of 3-(5-ethyl-2-pyridinyl)-2,2-dimethyl-2.3-dihydro-(4H)-1,3-benzoxazin-4-one and 2.0 mL of concentrated hydrochloric acid was heated to reflux for 8 h. The reaction was cooled to room temperature and the solvent was evaporated. The residue was dissolved in 4 mL ethyl acetate and washed with 3×1 mL of a 1:1 mixture of 10% of aqueous sodium hydroxide solution and saturated...